From a dataset of the Open Reaction Database (ORD), a public repository of structured organic reaction records. describe an organic reaction: reactants, conditions, products, and yield Reactants: [OH-] (hydroxide), C(C)(=O)C1=C(C(=C(OCCCOC2=C(C3=C(C(CC(O3)(C)CCC(=O)OC)=O)C=C2)CCC)C=C1)CCC)O (methyl 3-[7-[3-(4-acetyl-3-hydroxy-2-propylphenoxy)propoxy]-3,4dihydro-2-methyl-4-oxo8-propyl-2H-1-benzopyran-2-yl]propanoate). The solvent is O (water), O1CCCC1 (tetrahydrofuran), CO (methanol). Run at time 3 hour. Product: C(C)(=O)C1=C(C(=C(OCCCOC2=C(C3=C(C(CC(O3)(C)CCC(=O)O)=O)C=C2)CCC)C=C1)CCC)O (3-[7-[3-(4-acetyl-3-hydroxy-2-propylphenoxy)propoxy]-3,4-dihydro-2-methyl-4-oxo-8-propyl-2H-1-benzopyran-2-yl]propanoic acid). Isolated yield 89.1%. Reaction SMILES: [OH-].[C:2]([C:5]1[CH:36]=[CH:35][C:8]([O:9][CH2:10][CH2:11][CH2:12][O:13][C:14]2[CH:31]=[CH:30][C:17]3[C:18](=[O:29])[CH2:19][C:20]([CH2:23][CH2:24][C:25]([O:27]C)=[O:26])([CH3:22])[O:21][C:16]=3[C:15]=2[CH2:32][CH2:33][CH3:34])=[C:7]([CH2:37][CH2:38][CH3:39])[C:6]=1[OH:40])(=[O:4])[CH3:3]>O.O1CCCC1.CO>[C:2]([C:5]1[CH:36]=[CH:35][C:8]([O:9][CH2:10][CH2:11][CH2:12][O:13][C:14]2[CH:31]=[CH:30][C:17]3[C:18](=[O:29])[CH2:19][C:20]([CH2:23][CH2:24][C:25]([OH:27])=[O:26])([CH3:22])[O:21][C:16]=3[C:15]=2[CH2:32][CH2:33][CH3:34])=[C:7]([CH2:37][CH2:38][CH3:39])[C:6]=1[OH:40])(=[O:4])[CH3:3]. Procedure details: A solution of 0.5 g (19.5 mmole) of liythium hydroxide in 10 ml of water was added to a solution of 2.2 g (3.9 mmole) of the title compound of Example 6 in 25 ml of tetrahydrofuran and 20 ml of methanol. After the reaction mixture was stirred for 3 hours at room temperature, the solvent was evaporated and water was added to the residue. After extracting with a small amount of diethyl ether, the aqueous layer was acidified with dilute hydrochloric acid and allowed to stand in the cold overnight. ... Starting materials: C(C)OC(=O)C1=CNC2=C1N=CN=C2Cl (4-chloro-5H-pyrrolo[3,2-d]pyrimidine-7-carboxylic acid ethyl ester), C1(CC1)COC1=C(C=CC=C1)B1OC(C(O1)(C)C)(C)C (2-(2-cyclopropylmethoxy-phenyl)-4,4,5,5-tetramethyl-[1,3,2]dioxaborolane). The product is C(C)OC(=O)C1=CNC2=C1N=CN=C2C2=C(C=CC=C2)OCC2CC2 (4-(2-Cyclopropylmethoxy-phenyl)-5H-pyrrolo[3,2-d]pyrimidine-7-carboxylic acid ethyl ester). RXN SMILES: [CH2:1]([O:3][C:4]([C:6]1[C:10]2[N:11]=[CH:12][N:13]=[C:14](Cl)[C:9]=2[NH:8][CH:7]=1)=[O:5])[CH3:2].[CH:16]1([CH2:19][O:20][C:21]2[CH:26]=[CH:25][CH:24]=[CH:23][C:22]=2B2OC(C)(C)C(C)(C)O2)[CH2:18][CH2:17]1>>[CH2:1]([O:3][C:4]([C:6]1[C:10]2[N:11]=[CH:12][N:13]=[C:14]([C:26]3[CH:25]=[CH:24][CH:23]=[CH:22][C:21]=3[O:20][CH2:19][CH:16]3[CH2:17][CH2:18]3)[C:9]=2[NH:8][CH:7]=1)=[O:5])[CH3:2]. Procedure details: Starting from 4-chloro-5H-pyrrolo[3,2-d]pyrimidine-7-carboxylic acid ethyl ester and 2-(2-cyclopropylmethoxy-phenyl)-4,4,5,5-tetramethyl-[1,3,2]dioxaborolane (example A40) the title compound is obtained as colorless solid. Starting materials: CC1=CN=C(C=2N1N=C(N2)\C=C\C2=NC(=NN2C)N2CCCCC2)C ((E)-5,8-dimethyl-2-(2-(1-methyl-3-(piperidin-1-yl)-1H-1,2,4-triazol-5-yl)vinyl)-[1,2,4]triazolo[1,5-a]pyrazine). Reagents/catalysts: [Pd] (palladium on carbon). The solvent is CO (methanol). Conditions: temperature 25 celsius, time 24 hour. Product: CC1=CN=C(C=2N1N=C(N2)CCC=2N(N=C(N2)N2CCCCC2)C)C (5,8-dimethyl-2-[2-(2-methyl-5-piperidin-1-yl-2H-[1,2,4]triazol-3-yl)-ethyl]-[1,2,4]triazolo[1,5-a]pyrazine). Yield: 57.2%. Reaction SMILES: [CH3:1][C:2]1[N:7]2[N:8]=[C:9](/[CH:11]=[CH:12]/[C:13]3[N:17]([CH3:18])[N:16]=[C:15]([N:19]4[CH2:24][CH2:23][CH2:22][CH2:21][CH2:20]4)[N:14]=3)[N:10]=[C:6]2[C:5]([CH3:25])=[N:4][CH:3]=1>[Pd].CO>[CH3:1][C:2]1[N:7]2[N:8]=[C:9]([CH2:11][CH2:12][C:13]3[N:17]([CH3:18])[N:16]=[C:15]([N:19]4[CH2:24][CH2:23][CH2:22][CH2:21][CH2:20]4)[N:14]=3)[N:10]=[C:6]2[C:5]([CH3:25])=[N:4][CH:3]=1. Reported procedure: A mixture of (E)-5,8-dimethyl-2-(2-(1-methyl-3-(piperidin-1-yl)-1H-1,2,4-triazol-5-yl)vinyl)-[1,2,4]triazolo[1,5-a]pyrazine (52 mg, 154 μmol, Eq: 1.00) and palladium on carbon 10% (16.4 mg, 15.4 μmol, Eq: 0.1) in methanol (20 ml) was stirred for 24 hours at 25° C. under a hydrogen atmosphere. The catalyst was filtered off, the filtrate was evaporated affording 5,8-dimethyl-2-[2-(2-methyl-5-piperidin-1-yl-2H-[1,2,4]triazol-3-yl)-ethyl]-[1,2,4]triazolo[1,5-a]pyrazine (30 mg, 57.4%) as a yellow oil... The reactants are C(C1=CC=CC=C1)N1CCC(CC1)=C(OC)C1=C(C=C(C=C1)C(F)(F)F)F (1-benzyl-4-[(2-fluoro-4-trifluoromethyl-phenyl)-methoxy-methylene]-piperidine), [OH-].[Na+] (NaOH). The solvent is CC(=O)C (acetone), Cl (HCl). Product: C(C1=CC=CC=C1)N1CCC(CC1)C(=O)C1=C(C=C(C=C1)C(F)(F)F)F ((1-Benzyl-piperidin-4-yl)-(2-fluoro-4-trifluoromethyl-phenyl)-methanone). Isolated yield 92.3%. As a reaction SMILES: [CH2:1]([N:8]1[CH2:13][CH2:12][C:11](=[C:14]([C:17]2[CH:22]=[CH:21][C:20]([C:23]([F:26])([F:25])[F:24])=[CH:19][C:18]=2[F:27])[O:15]C)[CH2:10][CH2:9]1)[C:2]1[CH:7]=[CH:6][CH:5]=[CH:4][CH:3]=1.[OH-].[Na+]>CC(C)=O.Cl>[CH2:1]([N:8]1[CH2:9][CH2:10][CH:11]([C:14]([C:17]2[CH:22]=[CH:21][C:20]([C:23]([F:26])([F:24])[F:25])=[CH:19][C:18]=2[F:27])=[O:15])[CH2:12][CH2:13]1)[C:2]1[CH:7]=[CH:6][CH:5]=[CH:4][CH:3]=1 |f:1.2|. Procedure: A solution of the 1-benzyl-4-[(2-fluoro-4-trifluoromethyl-phenyl)-methoxy-methylene]-piperidine (9.9 g, 26.1 mmol) in acetone (100 mL) and conc. HCl (10 mL) in a sealed vessel was heated at 60° C. for 2 hours. Upon cooling to room temperature the solution was basified with the addition of 3 N NaOH. The resulting mixture was extracted with EtOAc (2×200 mL). The combined extracts were washed with brine (50 mL), dried (MgSO4), filtered and evaporated yielding 8.8 g (92%) of the desired product as a... The reactants are [Br-], Oc1ccc2ccc(Br)cc2c1, CC#N, CCCC[N+](CCCC)(CCCC)CCCC, [K+], [K+], O=C([O-])[O-], CCOS(=O)(=O)OCC. The product is CCOc1ccc2ccc(Br)cc2c1. RXN SMILES: [Br-:31].[Br:1][c:2]1[cH:3][cH:4][c:5]2[cH:6][cH:7][c:8]([OH:12])[cH:9][c:10]2[cH:11]1.[CH3:28][C:29]#[N:30].[CH3:32][CH2:33][CH2:34][CH2:35][N+:36]([CH2:37][CH2:38][CH2:39][CH3:40])([CH2:41][CH2:42][CH2:43][CH3:44])[CH2:45][CH2:46][CH2:47][CH3:48].[K+:22].[K+:23].[O-:24][C:25]([O-:26])=[O:27].[S:13]([O:14][CH2:15][CH3:16])([O:19][CH2:17][CH3:18])(=[O:20])=[O:21]>>[Br:1][c:2]1[cH:3][cH:4][c:5]2[cH:6][cH:7][c:8]([O:12][CH2:17][CH3:18])[cH:9][c:10]2[cH:11]1.